This data is from the Open Reaction Database (ORD), a public repository of structured organic reaction records. The task is: describe an organic reaction: reactants, conditions, products, and yield The reactants are CCOC(=O)c1cc2c(OCC(O)CNC3CCc4ccccc4C3)cccc2[nH]1, CCO, Cl. Reaction SMILES: [CH2:2]1[CH:3]([NH:12][CH2:13][CH:14]([OH:15])[CH2:16][O:17][c:18]2[cH:19][cH:20][cH:21][c:22]3[c:23]2[cH:24][c:25]([C:26]([O:27][CH2:28][CH3:29])=[O:30])[nH:31]3)[CH2:4][CH2:5][c:6]2[cH:7][cH:8][cH:9][cH:10][c:11]21.[CH3:32][CH2:33][OH:34].[ClH:1]>>[CH2:2]1[CH:3]([NH2:12])[CH2:4][CH2:5][c:6]2[cH:7][cH:8][cH:9][cH:10][c:11]21. The product is NC1CCc2ccccc2C1. Reactants: C=CNC(=O)OCc1ccccc1, Cc1ccccc1, CCOC(C)=O, O, Cc1ccc(S(=O)(=O)O)cc1, CCC(Nc1ccc(C(F)(F)F)cc1)n1nnc2ccccc21. Product: CCC1CC(NC(=O)OCc2ccccc2)c2cc(C(F)(F)F)ccc2N1. RXN SMILES: [CH2:1]([c:2]1[cH:3][cH:4][cH:5][cH:6][cH:7]1)[O:8][C:9]([NH:10][CH:11]=[CH2:12])=[O:13].[CH3:14][c:15]1[cH:16][cH:17][cH:18][cH:19][cH:20]1.[CH3:56][CH2:57][O:58][C:59](=[O:60])[CH3:61].[OH2:44].[c:45]1([CH3:46])[cH:47][cH:48][c:49]([S:50]([OH:51])(=[O:52])=[O:53])[cH:54][cH:55]1.[n:21]1([CH:30]([CH2:31][CH3:32])[NH:33][c:34]2[cH:35][cH:36][c:37]([C:40]([F:41])([F:42])[F:43])[cH:38][cH:39]2)[c:22]2[cH:23][cH:24][cH:25][cH:26][c:27]2[n:28][n:29]1>>[CH2:1]([c:2]1[cH:3][cH:4][cH:5][cH:6][cH:7]1)[O:8][C:9]([NH:10][CH:11]1[CH2:12][CH:30]([CH2:31][CH3:32])[NH:33][c:34]2[c:35]1[cH:36][c:37]([C:40]([F:41])([F:42])[F:43])[cH:38][cH:39]2)=[O:13]. Reactants: F[C@H]1[C@@H](CCCC1)O (trans-2-fluoro-cyclohexanol), [H-].[Na+] (sodium hydride), C(C)(C)(C)OC(COC1=C(C=C(C=C1C)C=1OC=2N=C(N=C(C2N1)OCCC)S(=O)(=O)C)C)=O ([4-(5-methanesulfonyl-7-propoxy-oxazolo[5,4-d]pyrimidin-2-yl)-2,6-dimethyl-phenoxy]-acetic acid tert-butyl ester). Run in CN(C=O)C (N,N-dimethylformamide), CN(C=O)C (N,N-dimethylformamide). The product is C(C)(C)(C)OC(COC1=C(C=C(C=C1C)C=1OC=2N=C(N=C(C2N1)OCCC)O[C@H]1[C@@H](CCCC1)F)C)=O ({4-[5-(trans-2-Fluoro-cyclohexyloxy)-7-propoxy-oxazolo[5,4-d]pyrimidin-2-yl]-2,6-dimethyl-phenoxy}-acetic acid tert-butyl ester). Yield: 93.7%. As a reaction SMILES: [F:1][C@@H:2]1[CH2:7][CH2:6][CH2:5][CH2:4][C@H:3]1[OH:8].[H-].[Na+].[C:11]([O:15][C:16](=[O:44])[CH2:17][O:18][C:19]1[C:24]([CH3:25])=[CH:23][C:22]([C:26]2[O:27][C:28]3[N:29]=[C:30](S(C)(=O)=O)[N:31]=[C:32]([O:35][CH2:36][CH2:37][CH3:38])[C:33]=3[N:34]=2)=[CH:21][C:20]=1[CH3:43])([CH3:14])([CH3:13])[CH3:12]>CN(C)C=O>[C:11]([O:15][C:16](=[O:44])[CH2:17][O:18][C:19]1[C:24]([CH3:25])=[CH:23][C:22]([C:26]2[O:27][C:28]3[N:29]=[C:30]([O:8][C@@H:3]4[CH2:4][CH2:5][CH2:6][CH2:7][C@H:2]4[F:1])[N:31]=[C:32]([O:35][CH2:36][CH2:37][CH3:38])[C:33]=3[N:34]=2)=[CH:21][C:20]=1[CH3:43])([CH3:12])([CH3:13])[CH3:14] |f:1.2|. Reported procedure: 26 mg of trans-2-fluoro-cyclohexanol were added under argon atmosphere at 0° C. to a suspension of 10 mg of sodium hydride (60% in mineral oil) in 2 ml of N,N-dimethylformamide. After 15 min a solution of 100 mg of [4-(5-methanesulfonyl-7-propoxy-oxazolo[5,4-d]pyrimidin-2-yl)-2,6-dimethyl-phenoxy]-acetic acid tert-butyl ester in 1 ml of N,N-dimethylformamide was slowly added. After 12 h at room temperature the mixture was quenched by the addition of water and extracted twice with ethyl acetate. ...